Dataset: the Open Reaction Database (ORD), a public repository of structured organic reaction records. Task: describe an organic reaction: reactants, conditions, products, and yield Starting materials: [H-].[Na+] (NaH), C(C1=CC=CC=C1)S (benzylmercaptan), ClC(=CCCCCl)F (1,5-dichloro-1-fluoro-pent-1-ene). The solvent is CN(C=O)C (N,N-dimethylformamide). Yields the product ClC(=CCCCSCC1=CC=CC=C1)F (1-chloro-1-fluoro-5-benzylthio-pent-1-ene). Yield: 64.2%. RXN SMILES: [CH2:1]([SH:8])[C:2]1[CH:7]=[CH:6][CH:5]=[CH:4][CH:3]=1.[H-].[Na+].[Cl:11][C:12]([F:18])=[CH:13][CH2:14][CH2:15][CH2:16]Cl>CN(C)C=O>[Cl:11][C:12]([F:18])=[CH:13][CH2:14][CH2:15][CH2:16][S:8][CH2:1][C:2]1[CH:7]=[CH:6][CH:5]=[CH:4][CH:3]=1 |f:1.2|. Reported procedure: 2.43 g of benzylmercaptan were mixed with 30 ml of N,N-dimethylformamide and then additioned with 0.7 g of NaH (55% in paraffin oil). Thereupon, at room temperature and under stirring, into this mixture were dripped 3 g of 1,5-dichloro-1-fluoro-pent-1-ene. The mixture was stirred for 5 hours at 25° C. After washing with water, extraction with ether, drying and evaporizing, there were obtained 3 g of raw product purified by chromatography in a column (cis-, trans- isomer mixture) and which had th... RXN SMILES: [C:1](Cl)(=[O:11])[C:2]1[CH:10]=[CH:9][C:5]([C:6](Cl)=[O:7])=[CH:4][CH:3]=1.[Cl-].[Al+3].[Cl-].[Cl-].[C:17]1([CH3:23])[CH:22]=[CH:21][CH:20]=[CH:19][CH:18]=1>>[CH3:23][C:17]1[CH:22]=[CH:21][C:20]([C:1]([C:2]2[CH:10]=[CH:9][C:5]([C:6](=[O:7])[C:5]3[CH:9]=[CH:10][C:2]([CH3:1])=[CH:3][CH:4]=3)=[CH:4][CH:3]=2)=[O:11])=[CH:19][CH:18]=1 |f:1.2.3.4|. Reported procedure: To a stirred mixture of 40 g of terephthaloyl chloride and 200 ml of toluene was added in portions 56 g of solid aluminium chloride at such a rate to maintain the reaction temperature at 45°-55°. The thick orange slurry was then heated to 75° for 2 hours, cooled in ice and slowly treated with 200 ml of dilute HCL. The slurry was stirred for 2 hours at room temperature. The solid was collected by filtration, washed with 200 ml of petroleum ether and 2 L of hot water, and dried to constant weight ... Run at time 2 hour. The reactants are solid, [Cl-].[Al+3].[Cl-].[Cl-] (aluminium chloride), C(C1=CC=C(C(=O)Cl)C=C1)(=O)Cl (terephthaloyl chloride), C1(=CC=CC=C1)C (toluene). The product is CC1=CC=C(C(=O)C2=CC=C(C=C2)C(C2=CC=C(C=C2)C)=O)C=C1 (1,4-di(4'-methylbenzoyl)benzene). Starting materials: ClCC(=O)C1=CC=C(C=C1)C#N (4-(2-chloroacetyl)benzenecarbonitrile), N1C=NC=C1 (imidazole). The solvent is CC#N (CH3CN), ClCCl (dichloromethane), O (water). Reaction conditions: time 30 minute. The product is N1C(=NC=C1)CC(=O)C1=CC=C(C=C1)C#N (4-(2-imidazolylacetyl)benzenecarbonitrile). The yield is 90.0%. RXN SMILES: Cl[CH2:2][C:3]([C:5]1[CH:10]=[CH:9][C:8]([C:11]#[N:12])=[CH:7][CH:6]=1)=[O:4].[NH:13]1[CH:17]=[CH:16][N:15]=[CH:14]1>CC#N.ClCCl.O>[NH:13]1[CH:17]=[CH:16][N:15]=[C:14]1[CH2:2][C:3]([C:5]1[CH:10]=[CH:9][C:8]([C:11]#[N:12])=[CH:7][CH:6]=1)=[O:4]. Procedure details: A stirred solution of 4-(2-chloroacetyl)benzenecarbonitrile (0.5 M) and imidazole (1.5 M) in CH3CN (200 ml) were heated for 14 hours at 60° C. The product was stripped of solvent under reduced pressure. The residue was diluted with dichloromethane (250 ml) and water (100 ml), and the mixture was stirred for 30 min. After filtering off a solid impurity, the aqueous layer was removed and discarded. The organic layer was washed sequentially with water (60 ml), sat. aq. NaHCO3 (60 ml), water (60 ml)... Reactants: FC(C(=O)O)(CCCCOCCC1=CC=CC=C1)F (2,2-Difluoro-6-[2-phenylethoxy]hexanoic acid), Br.NCCC1=CC=C(C=2NC(SC21)=O)O (7-[2-aminoethyl]-4-hydroxy-1,3-benzothiazol-2(3H)-one hydrobromide). The product is FC(C(=O)NCCC1=CC=C(C=2NC(SC21)=O)O)(CCCCOCCC2=CC=CC=C2)F (2,2-Difluoro-N-[2-[4-hydroxy-2-oxo-3H-1,3-benzothiazol-7-yl]ethyl]-6-[2-phenylethoxy]hexanamide). Reaction SMILES: [F:1][C:2]([F:19])([CH2:6][CH2:7][CH2:8][CH2:9][O:10][CH2:11][CH2:12][C:13]1[CH:18]=[CH:17][CH:16]=[CH:15][CH:14]=1)[C:3]([OH:5])=O.Br.[NH2:21][CH2:22][CH2:23][C:24]1[C:32]2[S:31][C:30](=[O:33])[NH:29][C:28]=2[C:27]([OH:34])=[CH:26][CH:25]=1>>[F:19][C:2]([F:1])([CH2:6][CH2:7][CH2:8][CH2:9][O:10][CH2:11][CH2:12][C:13]1[CH:18]=[CH:17][CH:16]=[CH:15][CH:14]=1)[C:3]([NH:21][CH2:22][CH2:23][C:24]1[C:32]2[S:31][C:30](=[O:33])[NH:29][C:28]=2[C:27]([OH:34])=[CH:26][CH:25]=1)=[O:5] |f:1.2|. Procedure details: The subtitled compound was prepared by the method outlined in Example 15a) using the material from step c) and 7-[2-aminoethyl]-4-hydroxy-1,3-benzothiazol-2(3H)-one hydrobromide.